This data is from the Open Reaction Database (ORD), a public repository of structured organic reaction records. The task is: describe an organic reaction: reactants, conditions, products, and yield Product: Nc1cc([N+](=O)[O-])ccc1Cl. RXN SMILES: [CH2:21]([Cl:22])[Cl:23].[Cl:1][c:2]1[c:3]([NH:11][C:12](=[O:13])[CH2:14][C:15](=[O:16])[C:17]([CH3:18])([CH3:19])[CH3:20])[cH:4][c:5]([N+:8](=[O:9])[O-:10])[cH:6][cH:7]1>>[Cl:1][c:2]1[c:3]([NH2:11])[cH:4][c:5]([N+:8](=[O:9])[O-:10])[cH:6][cH:7]1. The reactants are ClCCl, CC(C)(C)C(=O)CC(=O)Nc1cc([N+](=O)[O-])ccc1Cl. As a reaction SMILES: [CH3:18][c:19]1[cH:20][cH:21][cH:22][cH:23][cH:24]1.[CH3:1][C:2](=[O:3])[O:4][C:5](=[O:6])[CH3:7].[NH2:8][c:9]1[c:10]([C:14](=[O:15])[O:16][CH3:17])[s:11][cH:12][cH:13]1>>[CH3:1][C:2](=[O:3])[NH:8][c:9]1[c:10]([C:14](=[O:15])[O:16][CH3:17])[s:11][cH:12][cH:13]1. Product: COC(=O)c1sccc1NC(C)=O. The reactants are Cc1ccccc1, CC(=O)OC(C)=O, COC(=O)c1sccc1N. The reactants are C1(CCCCCC1)O (cycloheptanol), SCCC(=O)O (3-mercaptopropionic acid), C1(=CC=C(C=C1)S(=O)(=O)O)C (paratoluene sulfonic acid). The product is C1(CCCCCC1)OC(CCS)=O (CYCLOHEPTYL-3-MERCAPTOPROPIONATE). RXN SMILES: [CH:1]1([OH:8])[CH2:7][CH2:6][CH2:5][CH2:4][CH2:3][CH2:2]1.[SH:9][CH2:10][CH2:11][C:12](O)=[O:13].C1(C)C=CC(S(O)(=O)=O)=CC=1>>[CH:1]1([O:8][C:12](=[O:13])[CH2:11][CH2:10][SH:9])[CH2:7][CH2:6][CH2:5][CH2:4][CH2:3][CH2:2]1. Procedure: Into a 100 ml reaction flask equipped with stirrer, thermometer, reflux condenser and hot plate are placed 45.6 grams of cycloheptanol; 16 grams of 3-mercaptopropionic acid and 0.5 grams of paratoluene sulfonic acid. The reaction mass is heated to reflux and refluxed for a period of 12 hours. At the end of the 12 hour period, the reaction mass is cooled and distilled on a micro distillation apparatus yielding the compound having the structure: ##STR147## as confirmed by GLC, IR, NMR and mass spe... Reactants: COC1=CC=NC=C1 (4-methoxypyridine), C1(=CC=CC=C1)[Mg]Br (phenylmagnesium bromide), BrC1=C(C=C(C(=C1)OC)OC)CC(=O)Cl ((2-bromo-4,5-dimethoxy-phenyl)-acetyl chloride), Cl (HCl). Solvent: C1CCOC1 (THF), C1CCOC1 (THF). Conditions: temperature -25 celsius, time 90 minute. Product: BrC1=C(C=C(C(=C1)OC)OC)CC(=O)N1C(CC(C=C1)=O)C1=CC=CC=C1 (1-[2-(2-bromo-4,5-dimethoxy-phenyl)-acetyl]-2-phenyl-2,3-dihydro-1H-pyridin-4-one). Isolated yield 56.0%. RXN SMILES: C[O:2][C:3]1[CH:8]=[CH:7][N:6]=[CH:5][CH:4]=1.[C:9]1([Mg]Br)[CH:14]=[CH:13][CH:12]=[CH:11][CH:10]=1.[Br:17][C:18]1[CH:23]=[C:22]([O:24][CH3:25])[C:21]([O:26][CH3:27])=[CH:20][C:19]=1[CH2:28][C:29](Cl)=[O:30].Cl>C1COCC1>[Br:17][C:18]1[CH:23]=[C:22]([O:24][CH3:25])[C:21]([O:26][CH3:27])=[CH:20][C:19]=1[CH2:28][C:29]([N:6]1[CH:7]=[CH:8][C:3](=[O:2])[CH2:4][CH:5]1[C:9]1[CH:14]=[CH:13][CH:12]=[CH:11][CH:10]=1)=[O:30]. Procedure details: To a stirring solution of 4-methoxypyridine (336 mg, 3.08 mmol) in THF (7 mL) at −25° C. was added phenylmagnesium bromide (3M in ether, 1.13 mL, 3.39 mmol) under Ar atmosphere. After 5 minutes a solution of (2-bromo-4,5-dimethoxy-phenyl)-acetyl chloride (904 mg, 3.08 mL) in THF (2 mL) was added slowly. The mixture was stirred at −25° C. for 90 minutes. 2N HCl was added at −25° C., and the mixture was allowed to warm to room temperature and was stirred for 10 minutes. The mixture was extracted w... Starting materials: OC1(C2CC(CC1CC2)C2=NC=1N(C(N(C(C1N2)=O)CCC)=O)CCC)C (8-(8-Hydroxy-8-methyl-bicyclo[3.2.1]oct-3-yl)-1,3-dipropyl-3,7-dihydro-purine-2,6-dione), [Li]CCCC (n-BuLi), C12CC(CC(C=C1)O2)=O (8-oxa-bicyclo[3.2.1]oct-6-en-3-one). Run in C1CCOC1 (THF), C1CCOC1 (THF). Conditions: time 0.5 hour. Yields the product OC1(CC2C=CC(C1)O2)C=2NC=1N(C(N(C(C1N2)=O)CCC)=O)CCC (8-(3-Hydroxy-8-oxa-bicyclo[3.2.1]oct-6-en-3-yl)-1,3-dipropyl-3,9-dihydro-purine-2,6-dione). Reaction SMILES: OC1(C)C2CCC1CC([C:10]1[NH:18][C:17]3[C:16](=[O:19])[N:15]([CH2:20][CH2:21][CH3:22])[C:14](=[O:23])[N:13]([CH2:24][CH2:25][CH3:26])[C:12]=3[N:11]=1)C2.[Li]CCCC.[CH:33]12[O:40][CH:37]([CH:38]=[CH:39]1)[CH2:36][C:35](=[O:41])[CH2:34]2>C1COCC1>[OH:41][C:35]1([C:10]2[NH:11][C:12]3[N:13]([CH2:24][CH2:25][CH3:26])[C:14](=[O:23])[N:15]([CH2:20][CH2:21][CH3:22])[C:16](=[O:19])[C:17]=3[N:18]=2)[CH2:34][CH:33]2[O:40][CH:37]([CH:38]=[CH:39]2)[CH2:36]1. Procedure: To a stirred solution of 1,3-dipropyl-7-pyrrolidin-1-ylmethyl-3,7-dihydro-purine-2,6-dione (Example 48) (522 mg, 1.63 mmol) in THF (50 ml) at −78° C. was added n-BuLi (1.55 M in hexanes, 1.2 eq, 1.3 ml). The color of the resulting yellow mixture deepened to orange-red and was stirred at this temperature for 0.5 h. A solution of 8-oxa-bicyclo[3.2.1]oct-6-en-3-one (1.1 eq, 222 mg, 1.79 mmol) in THF (4 ml) was added via syringe over a period of 20 minutes. The mixture was held at −78° C. for 2 h an... Reactants: CCCOc1ccccc1-c1nc2nc(SC)ncc2c(=O)[nH]1, CCO, NCCCO. Product: CCCOc1ccccc1-c1nc2nc(NCCCO)ncc2c(=O)[nH]1. RXN SMILES: [CH3:1][S:2][c:3]1[n:4][cH:5][c:6]2[c:7]([n:8]1)[n:9][c:10](-[c:14]1[c:15]([O:20][CH2:21][CH2:22][CH3:23])[cH:16][cH:17][cH:18][cH:19]1)[nH:11][c:12]2=[O:13].[CH3:29][CH2:30][OH:31].[NH2:24][CH2:25][CH2:26][CH2:27][OH:28]>>[c:3]1([NH:24][CH2:25][CH2:26][CH2:27][OH:28])[n:4][cH:5][c:6]2[c:7]([n:8]1)[n:9][c:10](-[c:14]1[c:15]([O:20][CH2:21][CH2:22][CH3:23])[cH:16][cH:17][cH:18][cH:19]1)[nH:11][c:12]2=[O:13]. Reactants: Cc1cc(C2=NOC(c3cc(Cl)cc(Cl)c3)(C(F)(F)F)C2)ccc1C(=O)Cl, ClCCl, O, NC1(c2ccccn2)CC1. Yields the product Cc1cc(C2=NOC(c3cc(Cl)cc(Cl)c3)(C(F)(F)F)C2)ccc1C(=O)NC1(c2ccccn2)CC1. RXN SMILES: [Cl:1][c:2]1[cH:3][c:4]([C:9]2([C:24]([F:25])([F:26])[F:27])[CH2:10][C:11]([c:14]3[cH:15][c:16]([CH3:23])[c:17]([C:18](=[O:19])[Cl:20])[cH:21][cH:22]3)=[N:12][O:13]2)[cH:5][c:6]([Cl:8])[cH:7]1.[Cl:39][CH2:40][Cl:41].[OH2:38].[n:28]1[c:29]([C:34]2([NH2:37])[CH2:35][CH2:36]2)[cH:30][cH:31][cH:32][cH:33]1>>[Cl:1][c:2]1[cH:3][c:4]([C:9]2([C:24]([F:25])([F:26])[F:27])[CH2:10][C:11]([c:14]3[cH:15][c:16]([CH3:23])[c:17]([C:18](=[O:19])[NH:37][C:34]4([c:29]5[n:28][cH:33][cH:32][cH:31][cH:30]5)[CH2:35][CH2:36]4)[cH:21][cH:22]3)=[N:12][O:13]2)[cH:5][c:6]([Cl:8])[cH:7]1. Reactants: COC(=O)C=1N=C(C2=CC(=CC=C2C1O)OC1=CC=C(C=C1)OC)C#N (1-cyano-4-hydroxy-7-(4-methoxy-phenoxy)-isoquinoline-3-carboxylic acid methyl ester), C(C)(C)(C)OC(C(CN)(C)C)=O (3-amino-2,2-dimethyl-propionic acid tert-butyl ester). Solvent: CO (MeOH). Run at temperature 100 celsius. Product: C(C)(C)(C)OC(C(CNC(=O)C=1N=C(C2=CC(=CC=C2C1O)OC1=CC=C(C=C1)OC)C#N)(C)C)=O (3-{[1-Cyano-4-hydroxy-7-(4-methoxy-phenoxy)-isoquinoline-3-carbonyl]amino}-2,2-dimethyl-propionic acid tert-butyl ester). Isolated yield 65.8%. As a reaction SMILES: CO[C:3]([C:5]1[N:6]=[C:7]([C:25]#[N:26])[C:8]2[C:13]([C:14]=1[OH:15])=[CH:12][CH:11]=[C:10]([O:16][C:17]1[CH:22]=[CH:21][C:20]([O:23][CH3:24])=[CH:19][CH:18]=1)[CH:9]=2)=[O:4].[C:27]([O:31][C:32](=[O:38])[C:33]([CH3:37])([CH3:36])[CH2:34][NH2:35])([CH3:30])([CH3:29])[CH3:28]>CO>[C:27]([O:31][C:32](=[O:38])[C:33]([CH3:37])([CH3:36])[CH2:34][NH:35][C:3]([C:5]1[N:6]=[C:7]([C:25]#[N:26])[C:8]2[C:13]([C:14]=1[OH:15])=[CH:12][CH:11]=[C:10]([O:16][C:17]1[CH:18]=[CH:19][C:20]([O:23][CH3:24])=[CH:21][CH:22]=1)[CH:9]=2)=[O:4])([CH3:30])([CH3:28])[CH3:29]. Reported procedure: A mixture of 1-cyano-4-hydroxy-7-(4-methoxy-phenoxy)-isoquinoline-3-carboxylic acid methyl ester (91 mg) and 3-amino-2,2-dimethyl-propionic acid tert-butyl ester (90 mg) in MeOH (3 mL) was heated at 100° C. in an oil bath for 48 h. The mixture was cooled, concentrated and the residue was column purified to give the desired product (84 mg). LC MS ESI+: 492 (M+1)+.